Task: describe an organic reaction: reactants, conditions, products, and yield. Dataset: the Open Reaction Database (ORD), a public repository of structured organic reaction records Starting materials: NC1=NC(=NC=C1C(=S)C1=C(C(=CC=C1OC)F)F)NC1CCN(CC1)S(=O)(=O)C ([4-Amino-2-(1-methanesulfonyl-piperidin-4-ylamino)-pyrimidin-5-yl]-(2,3-difluoro-6-methoxy-phenyl)-methanethione), NC1=NC(=NC=C1C(=S)C1=C(C(=CC=C1OC)F)F)NC1CCC(CC1)S(=O)(=O)CCCN1CCOCC1 ({4-Amino-2-[4-(3-morpholin-4-yl-propane-1-sulfonyl)-cyclohexylamino]-pyrimidin-5-yl}(2,3-difluoro-6-methoxy-phenyl)-methanethione), NC1=NC(=NC=C1C(=O)C1=C(C(=CC=C1OC)F)F)NC1CCC(CC1)S(=O)(=O)CCCN1CCOCC1 ({4-Amino-2-[4-(3-morpholin-4-yl-propane-1-sulfonyl)-cyclohexylamino]-pyrimidin-5-yl}(2,3-difluoro-6-methoxy-phenyl)-methanone). Yields the product NC1=NC(=NC=C1C(=S)C1=C(C(=CC=C1OC)F)F)NC1CCN(CC1)S(=O)(=O)CCCN1CCOCC1 ({4-Amino-2-[1-(3-morpholin-4-yl-propane-1-sulfonyl)-piperidin-4-ylamino]-pyrimidin-5-yl}(2,3-difluoro-6-methoxy-phenyl)-methanethione). Reaction SMILES: [NH2:1][C:2]1[C:7]([C:8]([C:10]2[C:15]([O:16][CH3:17])=[CH:14][CH:13]=[C:12]([F:18])[C:11]=2[F:19])=[S:9])=[CH:6][N:5]=[C:4]([NH:20][CH:21]2[CH2:26][CH2:25][N:24]([S:27]([CH3:30])(=[O:29])=[O:28])[CH2:23][CH2:22]2)[N:3]=1.NC1C(C(C2C(OC)=CC=C(F)C=2F)=S)=CN=C(NC2CCC(S(C[CH2:61][CH2:62][N:63]3[CH2:68][CH2:67][O:66][CH2:65][CH2:64]3)(=O)=O)CC2)N=1.NC1C(C(C2C(OC)=CC=C(F)C=2F)=O)=CN=C(NC2CCC(S(CCCN3CCOCC3)(=O)=O)CC2)N=1>>[NH2:1][C:2]1[C:7]([C:8]([C:10]2[C:15]([O:16][CH3:17])=[CH:14][CH:13]=[C:12]([F:18])[C:11]=2[F:19])=[S:9])=[CH:6][N:5]=[C:4]([NH:20][CH:21]2[CH2:26][CH2:25][N:24]([S:27]([CH2:30][CH2:61][CH2:62][N:63]3[CH2:68][CH2:67][O:66][CH2:65][CH2:64]3)(=[O:28])=[O:29])[CH2:23][CH2:22]2)[N:3]=1. Procedure details: By a similar procedure to the preparation of the compound of Example 1, {4-Amino-2-[4-(3-morpholin-4-yl-propane-1-sulfonyl)-cyclohexylamino]-pyrimidin-5-yl}(2,3-difluoro-6-methoxy-phenyl)-methanethione was made from {4-Amino-2-[4-(3-morpholin-4-yl-propane-1-sulfonyl)-cyclohexylamino]-pyrimidin-5-yl}(2,3-difluoro-6-methoxy-phenyl)-methanone (prepared in accordance with US 2004/0162303 A1, 60 mg). LC/MS (m+H)+: 570. Starting materials: O=C(Cl)Oc1ccccc1, ClC(Cl)Cl, O=C(NOC1CCCCO1)C1CNCCN1S(=O)(=O)c1ccc(-c2ccc(F)cc2)s1, c1ccncc1. Product: O=C(NOC1CCCCO1)C1CN(C(=O)Oc2ccccc2)CCN1S(=O)(=O)c1ccc(-c2ccc(F)cc2)s1. Reaction SMILES: [Cl:1][C:2](=[O:3])[O:4][c:5]1[cH:6][cH:7][cH:8][cH:9][cH:10]1.[Cl:42][CH:43]([Cl:44])[Cl:45].[F:11][c:12]1[cH:13][cH:14][c:15](-[c:18]2[cH:19][cH:20][c:21]([S:23](=[O:24])(=[O:25])[N:26]3[CH:27]([C:32](=[O:33])[NH:34][O:35][CH:36]4[O:37][CH2:38][CH2:39][CH2:40][CH2:41]4)[CH2:28][NH:29][CH2:30][CH2:31]3)[s:22]2)[cH:16][cH:17]1.[cH:46]1[cH:47][cH:48][n:49][cH:50][cH:51]1>>[C:2](=[O:3])([O:4][c:5]1[cH:6][cH:7][cH:8][cH:9][cH:10]1)[N:29]1[CH2:28][CH:27]([C:32](=[O:33])[NH:34][O:35][CH:36]2[O:37][CH2:38][CH2:39][CH2:40][CH2:41]2)[N:26]([S:23]([c:21]2[cH:20][cH:19][c:18](-[c:15]3[cH:14][cH:13][c:12]([F:11])[cH:17][cH:16]3)[s:22]2)(=[O:24])=[O:25])[CH2:31][CH2:30]1.